The task is: describe an organic reaction: reactants, conditions, products, and yield. This data is from the Open Reaction Database (ORD), a public repository of structured organic reaction records. The reactants are Cl.NNC(=N)NN (diaminoguanidine hydrochloride), C[O-].[Na+] (sodium methoxide), CCOC(=O)C(C)C(=O)C (ethyl-2-methyl acetoacetate). The solvent is C(C)O (ethanol). Product: NN1C(=NC(=C(C1=O)C)C)NN (3-amino-2-hydrazino-5,6-dimethyl-4(3H)-pyrimidinone). Yield: 53.3%. As a reaction SMILES: Cl.[NH2:2][NH:3][C:4]([NH:6][NH2:7])=[NH:5].C[O-].[Na+].CC[O:13][C:14]([CH:16]([C:18]([CH3:20])=O)[CH3:17])=O>C(O)C>[NH2:2][N:3]1[C:14](=[O:13])[C:16]([CH3:17])=[C:18]([CH3:20])[N:5]=[C:4]1[NH:6][NH2:7] |f:0.1,2.3|. Procedure: A mixture of 13.22 g of diaminoguanidine hydrochloride, 5.4 g of sodium methoxide, 7.2 g of ethyl-2-methyl acetoacetate and 100 ml of ethanol was reacted as described in Example 1, giving 4.5 g of 3-amino-2-hydrazino-5,6-dimethyl-4(3H)-pyrimidinone. Reactants: Cc1cccnc1Br, CON(C)C(=O)c1cn(-c2cccc(-c3ccccc3Cl)c2)cn1. The product is Cc1cccnc1C(=O)c1cn(-c2cccc(-c3ccccc3Cl)c2)cn1. RXN SMILES: [Br:25][c:26]1[n:27][cH:28][cH:29][cH:30][c:31]1[CH3:32].[CH3:1][O:2][N:3]([C:4](=[O:5])[c:6]1[n:7][cH:8][n:9](-[c:11]2[cH:12][c:13](-[c:17]3[c:18]([Cl:23])[cH:19][cH:20][cH:21][cH:22]3)[cH:14][cH:15][cH:16]2)[cH:10]1)[CH3:24]>>[C:4](=[O:5])([c:6]1[n:7][cH:8][n:9](-[c:11]2[cH:12][c:13](-[c:17]3[c:18]([Cl:23])[cH:19][cH:20][cH:21][cH:22]3)[cH:14][cH:15][cH:16]2)[cH:10]1)[c:26]1[n:27][cH:28][cH:29][cH:30][c:31]1[CH3:32]. The reactants are C(C1=CC=CC=C1)OC=1C=C2CCN(C(C2=CC1)C1=CC=C(C=C1)OCCN1CCCC1)C(=O)C1=CC=CC=C1 ({6-benzyloxy-1-[4-(2-pyrrolidin-1-yl-ethoxy)-phenyl]-3,4-dihydro-1H-isoquinolin-2-yl}phenylmethanone), C(=O)[O-].[NH4+] (ammonium formate). Reagents/catalysts: [OH-].[OH-].[Pd+2] (Pd(OH)2/C). The solvent is CO (MeOH). Product: OC=1C=C2CCN(C(C2=CC1)C1=CC=C(C=C1)OCCN1CCCC1)C(=O)C1=CC=CC=C1 ({6-Hydroxy-1-[4-(2-pyrrolidin-1-yl-ethoxy)phenyl]-3,4-dihydro-1H-isoquinolin-2-yl}-phenylmethanone). The yield is 79.1%. RXN SMILES: C([O:8][C:9]1[CH:10]=[C:11]2[C:16](=[CH:17][CH:18]=1)[CH:15]([C:19]1[CH:24]=[CH:23][C:22]([O:25][CH2:26][CH2:27][N:28]3[CH2:32][CH2:31][CH2:30][CH2:29]3)=[CH:21][CH:20]=1)[N:14]([C:33]([C:35]1[CH:40]=[CH:39][CH:38]=[CH:37][CH:36]=1)=[O:34])[CH2:13][CH2:12]2)C1C=CC=CC=1.C([O-])=O.[NH4+]>CO.[OH-].[OH-].[Pd+2]>[OH:8][C:9]1[CH:10]=[C:11]2[C:16](=[CH:17][CH:18]=1)[CH:15]([C:19]1[CH:20]=[CH:21][C:22]([O:25][CH2:26][CH2:27][N:28]3[CH2:29][CH2:30][CH2:31][CH2:32]3)=[CH:23][CH:24]=1)[N:14]([C:33]([C:35]1[CH:36]=[CH:37][CH:38]=[CH:39][CH:40]=1)=[O:34])[CH2:13][CH2:12]2 |f:1.2,4.5.6|. Procedure: A mixture of {6-benzyloxy-1-[4-(2-pyrrolidin-1-yl-ethoxy)-phenyl]-3,4-dihydro-1H-isoquinolin-2-yl}phenylmethanone (0.043 g, 0.08 mmol), ammonium formate (0.127 g, 2.01 mmol), and 20% Pd(OH)2/C (0.025 g) in MeOH (10 ml) was refluxed under N2 for 1 hr, then filtered through Celite. The filtrate was evaporated in vacuo to a white residue that was dissolved in CH2Cl2 (10 ml) and washed with 1M NaOH (5 ml). The aqueous layer was extracted with CH2Cl2 (3×10 ml) and all of the combined organic solution... The reactants are C(C1=CC=CC=C1)N1CCN(CC1)N1C(NCCC1)=O (1-(4-benzylpiperazin-1-yl)tetrahydropyrimidin-2(1H)-one). Reagents/catalysts: [OH-].[OH-].[Pd+2] (palladium hydroxide on carbon). Conditions: time 60 hour. Yields the product N1(CCNCC1)N1C(NCCC1)=O (1-(Piperazin-1-yl)tetrahydropyrimidin-2(1H)-one). As a reaction SMILES: C([N:8]1[CH2:13][CH2:12][N:11]([N:14]2[CH2:19][CH2:18][CH2:17][NH:16][C:15]2=[O:20])[CH2:10][CH2:9]1)C1C=CC=CC=1>[OH-].[OH-].[Pd+2]>[N:11]1([N:14]2[CH2:19][CH2:18][CH2:17][NH:16][C:15]2=[O:20])[CH2:10][CH2:9][NH:8][CH2:13][CH2:12]1 |f:1.2.3|. Reported procedure: To a solution of 1-(4-benzylpiperazin-1-yl)tetrahydropyrimidin-2(1H)-one obtained in Example 25a) (0.82 g) was added 20% palladium hydroxide on carbon (containing 50% water; 0.20 g), and the mixture was stirred at room temperature for 60 hours under a hydrogen atmosphere. The reaction mixture was filtered, and the solvent was distilled off under reduced pressure to obtain the title compound (0.56 g, quantitative) as colorless crystals. The reactants are [N+](=O)([O-])C1=CC=C(CC(COS(=O)(=O)C2=C(C=CC=C2)C)N(CCN(CCN(CCNS(=O)(=O)C2=C(C=CC=C2)C)S(=O)(=O)C2=C(C=CC=C2)C)S(=O)(=O)C2=C(C=CC=C2)C)S(=O)(=O)C2=C(C=CC=C2)C)C=C1 (2-(p-nitrobenzyl)-N,N',N",N"',O-pentakis(tolylsulfonyl)-3,6,9,12-tetraaz-adodecanol), CsCO3, [N+](=O)([O-])C1=CC=C(CC(COS(=O)(=O)C2=C(C=CC=C2)C)N(CCN(CCN(CCNS(=O)(=O)C2=C(C=CC=C2)C)S(=O)(=O)C2=C(C=CC=C2)C)S(=O)(=O)C2=C(C=CC=C2)C)S(=O)(=O)C2=C(C=CC=C2)C)C=C1 (2-(p-nitrobenzyl)-N,N',N",N"',O-pentakis(tolylsulfonyl)-3,6,9,12-tetraaza-dodecanol). The solvent is CN(C)C=O (DMF). Yields the product [N+](=O)([O-])C1=CC=C(C=C1)C1NCCNCCNCCNC1 (2-(p-nitrophenyl)-1,4,7,10-tetraaza-cyclododecane). As a reaction SMILES: [N+:1]([C:4]1[CH:73]=[CH:72][C:7]([CH2:8][CH:9]([N:22](S(C2C=CC=CC=2C)(=O)=O)[CH2:23][CH2:24][N:25](S(C2C=CC=CC=2C)(=O)=O)[CH2:26][CH2:27][N:28](S(C2C=CC=CC=2C)(=O)=O)[CH2:29][CH2:30][NH:31]S(C2C=CC=CC=2C)(=O)=O)COS(C2C=CC=CC=2C)(=O)=O)=[CH:6][CH:5]=1)([O-:3])=[O:2]>CN(C=O)C>[N+:1]([C:4]1[CH:73]=[CH:72][C:7]([CH:8]2[CH2:9][NH:22][CH2:23][CH2:24][NH:25][CH2:26][CH2:27][NH:28][CH2:29][CH2:30][NH:31]2)=[CH:6][CH:5]=1)([O-:3])=[O:2]. Reported procedure: The intramolecular cyclization step undertaken to give 2-(p-nitrobenzyl)-N,N',N", N"'-tetrakis (tolylsulfonyl)-1,4,7,10-tetraazacyclododecane is performed by treating 2-(p-nitrobenzyl)-N,N',N",N"',O-pentakis(tolylsulfonyl)-3,6,9,12-tetraaz-adodecanol with 1 equivalent of CsCO3 in DMF under high dilution conditions (0.01M of 2-(p-nitrobenzyl)-N,N',N",N"',O-pentakis(tolylsulfonyl)-3,6,9,12-tetraaza-dodecanol) at 60° C. for 5 hours under nitrogen. The tosyl protecting groups of 2-(p-nitrobenzyl)-N,...